From a dataset of the Open Reaction Database (ORD), a public repository of structured organic reaction records. describe an organic reaction: reactants, conditions, products, and yield Starting materials: O1C=CC=2C1=CC=CC2C(=O)O (benzofuran-4-carboxylic acid), C(C)(C)(C)[Li] (tert-butyl lithium), II (iodine), C(Cl)Cl.CO (DCM MeOH). Solvent: C(C)OCC (diethyl ether), CCOCC (ether). Conditions: temperature -78 celsius, time 30 minute. The product is IC=1OC=2C(C1)=C(C=CC2)C(=O)O (2-Iodo-benzofuran-4-carboxylic acid). The yield is 22.5%. As a reaction SMILES: [O:1]1[C:5]2=[CH:6][CH:7]=[CH:8][C:9]([C:10]([OH:12])=[O:11])=[C:4]2[CH:3]=[CH:2]1.C([Li])(C)(C)C.[I:18]I.C(Cl)Cl.CO>C(OCC)C>[I:18][C:2]1[O:1][C:5]2[C:4](=[C:9]([C:10]([OH:12])=[O:11])[CH:8]=[CH:7][CH:6]=2)[CH:3]=1 |f:3.4|. Reported procedure: To a cold (−78° C.) solution of benzofuran-4-carboxylic acid (100 mg) in dry diethyl ether (1.2 mL), was added dropwise tert-butyl lithium (1.7 M in pentane, 0.8 mL, 2.2 eq). The reaction mixture was stirred at −78° C. for 30 min. under nitrogen, then a solution of iodine (172.2 mg, 1.2 eq) in ether (1.9 mL) was added dropwise. The reaction was stirred at −78° C. for 30 min. and allowed to warm to rt. The reaction mixture was partitioned between sat. NH4Cl and diethyl ether, the aqueous phase wa...